Dataset: the Open Reaction Database (ORD), a public repository of structured organic reaction records. Task: describe an organic reaction: reactants, conditions, products, and yield The reactants are CN(C=1C=CC=C2C=C(NC12)C1=NN=C(S1)C(=O)OCC)S(=O)(=O)C=1SC=CC1 (ethyl 5-{7-[methyl(2-thienylsulfonyl)amino]-1H-indol-2-yl}-1,3,4-thiadiazole-2-carboxylate), [OH-].[Na+] (sodium hydroxide), O1CCCC1 (tetrahydrofuran). Run in CO (methanol). Reaction conditions: temperature 50 celsius, time 2 hour. Yields the product CN(S(=O)(=O)C=1SC=CC1)C=1C=CC=C2C=C(NC12)C=1SC=NN1 (N-Methyl-N-[2-(1,3,4-thiadiazol-2-yl)-1H-indol-7-yl]thiophene-2-sulfonamide). The yield is 77.4%. RXN SMILES: [CH3:1][N:2]([S:22]([C:25]1[S:26][CH:27]=[CH:28][CH:29]=1)(=[O:24])=[O:23])[C:3]1[CH:4]=[CH:5][CH:6]=[C:7]2[C:11]=1[NH:10][C:9]([C:12]1[S:16][C:15](C(OCC)=O)=[N:14][N:13]=1)=[CH:8]2.[OH-].[Na+].O1CCCC1>CO>[CH3:1][N:2]([C:3]1[CH:4]=[CH:5][CH:6]=[C:7]2[C:11]=1[NH:10][C:9]([C:12]1[S:16][CH:15]=[N:14][N:13]=1)=[CH:8]2)[S:22]([C:25]1[S:26][CH:27]=[CH:28][CH:29]=1)(=[O:24])=[O:23] |f:1.2|. Reported procedure: A mixture of ethyl 5-{7-[methyl(2-thienylsulfonyl)amino]-1H-indol-2-yl}-1,3,4-thiadiazole-2-carboxylate (0.20 g), 8N aqueous sodium hydroxide solution (0.14 mL), tetrahydrofuran (6 mL) and methanol (6 mL) was stirred at 50° C. for 2 hr. The reaction mixture was concentrated, and water was added to the residue. The mixture was acidified with 10% aqueous citric acid solution, and the resulting crystals were filtrated, washed with water and dried. The obtained crystals were dissolved in tetrahydrof...